From a dataset of the Open Reaction Database (ORD), a public repository of structured organic reaction records. describe an organic reaction: reactants, conditions, products, and yield Starting materials: ClC1=NC=2N3C(CNC2C=N1)COCC3 (2-chloro-5,6,6a,7,9,10-hexahydro-[1,4]oxazino[3,4-h]pteridine), N1[C@@H](COCC1)C(=O)O ((S)-morpholine-3-carboxylic acid). The solvent is CO (MeOH). The product is ClC1=NC=2N3[C@H](CNC2C=N1)COCC3 ((R)-2-chloro-5,6,6a,7,9,10-hexahydro-[1,4]oxazino[3,4-h]pteridine). Reaction SMILES: [Cl:1][C:2]1[N:11]=[CH:10][C:9]2[NH:8][CH2:7][CH:6]3[CH2:12][O:13][CH2:14][CH2:15][N:5]3[C:4]=2[N:3]=1.N1CCOC[C@H]1C(O)=O>CO>[Cl:1][C:2]1[N:11]=[CH:10][C:9]2[NH:8][CH2:7][C@@H:6]3[CH2:12][O:13][CH2:14][CH2:15][N:5]3[C:4]=2[N:3]=1. Reported procedure: An enantiomeric mixture of 2-chloro-5,6,6a,7,9,10-hexahydro-[1,4]oxazino[3,4-h]pteridine (PREPARATION x2, 8 g) was dissolved in MeOH (400 mL) and was separated by supercritical fluid chromatography (SFC) (Chiralcel® AS-H (5 μm, 20×150 mm), 20% MeOH in liquid CO2 at 55 mL/min, 3 mL/injection). The peak eluting at ˜5 minutes was collected. The stereo-configuration was assigned based on a comparison of retention times of an enantiomerically-enriched sample synthesized in a manner similar to PREPARA... The reactants are ClC1=C(C=C2C(N(C(C2=C1)=O)CCC1=CC=NC=C1)=O)S(=O)(=O)N (6-Chloro-2,3-dihydro-1,3-dioxo-2-[2-(4-pyridinyl)ethyl]-1H-isoindole-5-sulfonamide), ClC=1C=C2C(C(=O)NC2=O)=CC1S(N)(=O)=O (4-chloro-5-sulfamoylphthalimide), NCCC1=CC=NC=C1 (4-(2-aminoethyl)pyridine). Yields the product O=C1NC(C2=CC=CC=C12)=O (1,3-dioxoisoindole). The yield is 93.0%. As a reaction SMILES: Cl[C:2]1[CH:10]=[C:9]2[C:5]([C:6](=[O:20])[N:7](CCC3C=CN=CC=3)[C:8]2=[O:11])=[CH:4][C:3]=1S(N)(=O)=O.ClC1C=C2C(=O)NC(=O)C2=CC=1S(=O)(=O)N.NCCC1C=CN=CC=1>>[O:20]=[C:6]1[C:5]2[C:9](=[CH:10][CH:2]=[CH:3][CH:4]=2)[C:8](=[O:11])[NH:7]1. Procedure details: 6-Chloro-2,3-dihydro-1,3-dioxo-2-[2-(4-pyridinyl)ethyl]-1H-isoindole-5-sulfonamide. Reaction of a mixture of 4-chloro-5-sulfamoylphthalimide and 4-(2-aminoethyl)pyridine according to the procedure of Example 1(a) afforded a 93% yield of the 1,3-dioxoisoindole intermediate. Crystallization of this material from dimethylformamide provided analytically pure 6-chloro-2,3-dihydro-1,3-dioxo-2-[2-(4-pyridinyl)ethyl]-1H-isoindole-5-sulfonamide, m.p. 277°-278° (dec.). Reactants: COC=1C=C(C=C(C1)OC)O (3,5-Dimethoxyphenol), CN(C(=S)Cl)C (N,N-dimethylthiocarbamoyl chloride), [H-].[Na+] (sodium hydride). Run in CN(C)C=O (DMF). Yields the product CN(C(=S)OC1=CC(=CC(=C1)OC)OC)C (1-dimethylaminothiocarbonyloxy-3,5-dimethoxybenzene). RXN SMILES: [CH3:1][O:2][C:3]1[CH:4]=[C:5]([OH:11])[CH:6]=[C:7]([O:9][CH3:10])[CH:8]=1.[CH3:12][N:13]([CH3:17])[C:14](Cl)=[S:15].[H-].[Na+]>CN(C=O)C>[CH3:12][N:13]([CH3:17])[C:14]([O:11][C:5]1[CH:6]=[C:7]([O:9][CH3:10])[CH:8]=[C:3]([O:2][CH3:1])[CH:4]=1)=[S:15] |f:2.3|. Reported procedure: 3,5-Dimethoxyphenol is reacted with N,N-dimethylthiocarbamoyl chloride in the presence of sodium hydride in DMF to give 1-dimethylaminothiocarbonyloxy-3,5-dimethoxybenzene of m.p. 77°-78°. This product is rearranged, by heating for half an hour at 270°, to give 1-dimethylaminocarbonylmercapto-3,5-dimethoxybenzene, which, in the crude state, by leaving to stand for 3 days with ethanolic KOH, is saponified to give 3,5-dimethoxythiophenol of b.p. 103°-109°/0.25 mm. Reaction with glutaconic acid dim... Solvent: C1CCOC1 (THF), C1CCOC1 (THF). Reaction SMILES: [C:1]([O:5][C:6](=[O:18])[NH:7][C:8]1[O:12][N:11]=[C:10]([C:13]([CH3:17])([CH3:16])[CH:14]=O)[CH:9]=1)([CH3:4])([CH3:3])[CH3:2].[CH3:19][NH2:20].C(O[BH-](OC(=O)C)OC(=O)C)(=O)C>C1COCC1>[C:1]([O:5][C:6](=[O:18])[NH:7][C:8]1[O:12][N:11]=[C:10]([C:13]([CH3:17])([CH3:16])[CH2:14][NH:20][CH3:19])[CH:9]=1)([CH3:4])([CH3:3])[CH3:2]. Conditions: time 2 hour. Starting materials: CN (methylamine), C(C)(C)(C)OC(NC1=CC(=NO1)C(C=O)(C)C)=O ([3-(1,1-Dimethyl-2-oxo-ethyl)-isoxazol-5-yl]-carbamic acid tert-butyl ester), C(C)(=O)O[BH-](OC(C)=O)OC(C)=O (triacetoxyborohydride). Yields the product C(C)(C)(C)OC(NC1=CC(=NO1)C(CNC)(C)C)=O ([3-(1,1-Dimethyl-2-methylamino-ethyl)-isoxazol-5-yl]-carbamic acid tert-butyl ester). Reported procedure: [3-(1,1-Dimethyl-2-oxo-ethyl)-isoxazol-5-yl]-carbamic acid tert-butyl ester (150.0 mg, 0.59 mmol) is dissolved in THF (1.0 mL) and 2M methylamine in THF (0.35 mL, 0.71 mmol) is added followed by the addition of MP-triacetoxyborohydride (546.0 mg, 2.70 mmol/g). The reaction mixture is placed on a shaker for 2 h. After this time, the reaction mixture is filtered and the filtrate is concentrated under reduced pressure to provide 163.0 mg of the title compound which is used crude for the next step. ...